The task is: describe an organic reaction: reactants, conditions, products, and yield. This data is from the Open Reaction Database (ORD), a public repository of structured organic reaction records. Starting materials: [Br-], O=Cc1ccc(OCc2ccccc2)cn1, Cc1ccccc1, C[P+](c1ccccc1)(c1ccccc1)c1ccccc1, [Na+], [OH-], O. The product is C=Cc1ccc(OCc2ccccc2)cn1. Reaction SMILES: [Br-:26].[CH2:1]([c:2]1[cH:3][cH:4][cH:5][cH:6][cH:7]1)[O:8][c:9]1[cH:10][cH:11][c:12]([CH:15]=[O:16])[n:13][cH:14]1.[CH3:19][c:20]1[cH:21][cH:22][cH:23][cH:24][cH:25]1.[CH3:27][P+:28]([c:29]1[cH:30][cH:31][cH:32][cH:33][cH:34]1)([c:35]1[cH:36][cH:37][cH:38][cH:39][cH:40]1)[c:41]1[cH:42][cH:43][cH:44][cH:45][cH:46]1.[Na+:18].[OH-:17].[OH2:47]>>[CH2:1]([c:2]1[cH:3][cH:4][cH:5][cH:6][cH:7]1)[O:8][c:9]1[cH:10][cH:11][c:12]([CH:15]=[CH2:19])[n:13][cH:14]1. The reactants are CC1CN(Cc2ccccc2)CCC1(O)c1c(F)c(F)cc2ccoc12, CC(=O)C(=O)OC1(c2c(F)c(F)cc3ccoc23)CCN(Cc2ccccc2)CC1C, CCCC[SnH](CCCC)CCCC. Yields the product CC1CN(Cc2ccccc2)CCC1c1c(F)c(F)cc2ccoc12. As a reaction SMILES: [CH2:1]([c:2]1[cH:3][cH:4][cH:5][cH:6][cH:7]1)[N:8]1[CH2:9][CH:10]([CH3:26])[C:11]([c:14]2[c:15]([F:24])[c:16]([F:23])[cH:17][c:18]3[cH:19][cH:20][o:21][c:22]23)([OH:25])[CH2:12][CH2:13]1.[CH2:27]([N:28]1[CH2:29][CH2:30][C:31]([O:32][C:33](=[O:34])[C:35]([CH3:36])=[O:37])([c:38]2[c:39]3[o:40][cH:41][cH:42][c:43]3[cH:44][c:45]([F:46])[c:47]2[F:48])[CH:49]([CH3:50])[CH2:51]1)[c:52]1[cH:53][cH:54][cH:55][cH:56][cH:57]1.[CH2:58]([SnH:59]([CH2:60][CH2:61][CH2:62][CH3:63])[CH2:64][CH2:65][CH2:66][CH3:67])[CH2:68][CH2:69][CH3:70]>>[CH2:1]([c:2]1[cH:3][cH:4][cH:5][cH:6][cH:7]1)[N:8]1[CH2:9][CH:10]([CH3:26])[CH:11]([c:14]2[c:15]([F:24])[c:16]([F:23])[cH:17][c:18]3[cH:19][cH:20][o:21][c:22]23)[CH2:12][CH2:13]1. Procedure details: 2′-Fluoro-5′-(4,4,5,5-tetramethyl-[1,3,2]dioxaborolan-2-yl)biphenyl-2-carbonitrile was coupled to 2-(7-bromoimidazo[1,2-b][1,2,4]triazin-3-yl)-propan-2-ol in 29% yield using a similar procedure to that described in Example 3, step f, to give a yellow solid: mp 187° C.; 1H NMR (360 MHz, CDCl3) δ 1.71 (6H, s), 3.25 (1H, br s), 7.36-7.84 (5H, m), 8.09-8.16 (2H, m), 8.26 (1H, s), 8.76 (1H, s); MS (ES+) m/z 374 [M+H]+. Anal. Found: C, 67.34; H, 4.30, N. 18.47%. Required for C21H16FN5O: C, 67.55; H, 4... Yield: 29.0%. The product is FC1=C(C=C(C=C1)C1=CN=C2N1N=CC(=N2)C(C)(C)O)C=2C(=CC=CC2)C#N (2′-Fluoro-5′-[3-(1-hydroxy-1-methylethyl)imidazo[1,2-b][1,2,4]triazin-7-yl]biphenyl-2-carbonitrile). Reaction SMILES: [F:1][C:2]1[CH:7]=[CH:6][C:5](B2OC(C)(C)C(C)(C)O2)=[CH:4][C:3]=1[C:17]1[C:18]([C:23]#[N:24])=[CH:19][CH:20]=[CH:21][CH:22]=1.Br[C:26]1[N:30]2[N:31]=[CH:32][C:33]([C:35]([OH:38])([CH3:37])[CH3:36])=[N:34][C:29]2=[N:28][CH:27]=1>>[F:1][C:2]1[CH:7]=[CH:6][C:5]([C:26]2[N:30]3[N:31]=[CH:32][C:33]([C:35]([OH:38])([CH3:36])[CH3:37])=[N:34][C:29]3=[N:28][CH:27]=2)=[CH:4][C:3]=1[C:17]1[C:18]([C:23]#[N:24])=[CH:19][CH:20]=[CH:21][CH:22]=1. Starting materials: FC1=C(C=C(C=C1)B1OC(C(O1)(C)C)(C)C)C=1C(=CC=CC1)C#N (2′-Fluoro-5′-(4,4,5,5-tetramethyl-[1,3,2]dioxaborolan-2-yl)biphenyl-2-carbonitrile), BrC1=CN=C2N1N=CC(=N2)C(C)(C)O (2-(7-bromoimidazo[1,2-b][1,2,4]triazin-3-yl)-propan-2-ol). The reactants are C(C)NC=1C=C(NC(C)=O)C=CC1[N+](=O)[O-] (3′-ethylamino-4′-nitroacetanilide), C1(=CC=C(C=C1)S(=O)(=O)[O-])C.C(C1=CC=CC=C1)N1[CH2+](SC(C1=O)=C1SC2=C(N1C)C=CC=C2)SC (3-benzyl-5-(3-methyl-3H-benzothiazol-2-ylidene)-2-methylthio-4-oxo-2-thiazolium p-toluenesulfonate). Product: C(C1=CC=CC=C1)N1C(SC(C1=O)=C1SC2=C(N1C)C=CC=C2)=NC2=C(C=C(C=C2)NC(C)=O)NCC (N-{4-[3-benzyl-5-(3-methyl-3H-benzothiazol-2-ylidene)-4-oxothiazolidin-2-ylideneamino]-3-ethylaminophenyl}acetamide). RXN SMILES: [CH2:1]([NH:3][C:4]1[CH:5]=[C:6]([CH:11]=[CH:12][C:13]=1[N+:14]([O-])=O)[NH:7][C:8](=[O:10])[CH3:9])[CH3:2].C1(C)C=CC(S([O-])(=O)=O)=CC=1.[CH2:28]([N:35]1[C:39](=[O:40])[C:38](=[C:41]2[N:45]([CH3:46])[C:44]3[CH:47]=[CH:48][CH:49]=[CH:50][C:43]=3[S:42]2)[S:37][CH2+:36]1SC)[C:29]1[CH:34]=[CH:33][CH:32]=[CH:31][CH:30]=1>>[CH2:28]([N:35]1[C:39](=[O:40])[C:38](=[C:41]2[N:45]([CH3:46])[C:44]3[CH:47]=[CH:48][CH:49]=[CH:50][C:43]=3[S:42]2)[S:37][C:36]1=[N:14][C:13]1[CH:12]=[CH:11][C:6]([NH:7][C:8](=[O:10])[CH3:9])=[CH:5][C:4]=1[NH:3][CH2:1][CH3:2])[C:29]1[CH:30]=[CH:31][CH:32]=[CH:33][CH:34]=1 |f:1.2|. Reported procedure: In a manner similar to Example 30, intermediate 3′-ethylamino-4′-nitroacetanilide was hydrogenated and then condensed with 3-benzyl-5-(3-methyl-3H-benzothiazol-2-ylidene)-2-methylthio-4-oxo-2-thiazolium p-toluenesulfonate to afford the title compound. 1H-NMR (CDCl3): δ 7.45–7.53 (3H, m), 7.27–7.37 (4H, m), 7.17 (1H, m), 7.03–7.09 (2H, m), 6.91 (1H, d), 6.83 (1H, br d), 6.75 (1H, brs), 5.18 (2H, s), 3.78 (3H, s), 2.99 (2H, m), 2.15 (3H, s), 1.03 (3H, t); MS(ESI): 530 (MH+). Reactants: S(=O)(=O)([O-])C1=CC=C(C)C=C1 (tosylate), N[C@H](C(=O)OCCC)C ((S)-propyl 2-aminopropanoate), P(OC1=CC=CC2=CC=CC=C12)(=O)(Cl)Cl (naphth-1-yl phosphorodichloridate), TEA, C(Cl)Cl (DCM). The product is ClC1=C(C2=CC=CC=C2C=C1)OP(=O)=N[C@H](C(=O)OCCC)C ((2S)-propyl 2-(chloro(naphthalen-1-yloxy)phosphorylamino)propanoate). The yield is 82.0%. RXN SMILES: S(C1C=CC(C)=CC=1)([O-])(=O)=O.[NH2:12][C@@H:13]([CH3:20])[C:14]([O:16][CH2:17][CH2:18][CH3:19])=[O:15].[P:21](Cl)(Cl)(=[O:33])[O:22][C:23]1[C:32]2[C:27](=[CH:28][CH:29]=[CH:30][CH:31]=2)[CH:26]=[CH:25][CH:24]=1.C(Cl)[Cl:37]>>[Cl:37][C:24]1[CH:25]=[CH:26][C:27]2[C:32](=[CH:31][CH:30]=[CH:29][CH:28]=2)[C:23]=1[O:22][P:21](=[N:12][C@@H:13]([CH3:20])[C:14]([O:16][CH2:17][CH2:18][CH3:19])=[O:15])=[O:33]. Procedure details: Using the general procedure for synthesizing naphthyl (aminoacid ester) phosphorochloridates the tosylate salt of (S)-propyl 2-aminopropanoate (2.00 g, 11.93 mmol), naphth-1-yl phosphorodichloridate (3.11 g, 11.93 mmol) and TEA (3.32 mL, 23.86 mmol) in 30 mL of dry DCM, were combined to give (2S)-propyl 2-(chloro(naphthalen-1-yloxy)phosphorylamino)propanoate in 82% yield (3.50 g), as a clear, yellow, thick oil. The reactants are CC(C)(C)OC(=O)N1CCC(=O)CC1, C1COCCOCCOCCOCCO1, C1CCOC1, CCOP(=O)(Cc1cccc(Oc2ccc(C)cn2)c1)OCC, [H-], [Na+], O. Product: Cc1ccc(Oc2cccc(C=C3CCN(C(=O)OC(C)(C)C)CC3)c2)nc1. As a reaction SMILES: [C:41]([CH3:42])([CH3:43])([CH3:44])[O:45][C:46](=[O:47])[N:48]1[CH2:49][CH2:50][C:51](=[O:54])[CH2:52][CH2:53]1.[CH2:24]1[O:25][CH2:26][CH2:27][O:28][CH2:29][CH2:30][O:31][CH2:32][CH2:33][O:34][CH2:35][CH2:36][O:37][CH2:38]1.[CH2:55]1[O:56][CH2:57][CH2:58][CH2:59]1.[CH3:1][c:2]1[cH:3][cH:4][c:5]([O:8][c:9]2[cH:10][c:11]([CH2:12][P:13](=[O:14])([O:15][CH2:16][CH3:17])[O:18][CH2:19][CH3:20])[cH:21][cH:22][cH:23]2)[n:6][cH:7]1.[H-:39].[Na+:40].[OH2:60]>>[CH3:1][c:2]1[cH:3][cH:4][c:5]([O:8][c:9]2[cH:10][c:11]([CH:12]=[C:51]3[CH2:50][CH2:49][N:48]([C:46]([O:45][C:41]([CH3:42])([CH3:43])[CH3:44])=[O:47])[CH2:53][CH2:52]3)[cH:21][cH:22][cH:23]2)[n:6][cH:7]1. Reaction SMILES: [CH2:1]([CH3:2])[c:3]1[c:4]([OH:12])[cH:5][cH:6][c:7]([N+:9]([O-:10])=[O:11])[cH:8]1.[CH3:14][OH:15].[ClH:13]>>[CH2:1]([CH3:2])[c:3]1[c:4]([OH:12])[cH:5][cH:6][c:7]([NH2:9])[cH:8]1.[ClH:13]. Reactants: CCc1cc([N+](=O)[O-])ccc1O, CO, Cl. The product is CCc1cc(N)ccc1O, Cl.